From a dataset of the Open Reaction Database (ORD), a public repository of structured organic reaction records. describe an organic reaction: reactants, conditions, products, and yield The reactants are OC1=CC=C(C=C1)C=1SC2=C(N1)C=CC=C2 (2-(p-hydroxyphenyl)benzothiazole), BrCCOC1=CC(=C(C(=O)C2=CC=CC=C2)C=C1)O (4-(2-bromoethoxy)-2-hydroxybenzophenone). Product: S1C(=NC2=C1C=CC=C2)C2=CC=C(OCCOC1=CC(=C(C(=O)C3=CC=CC=C3)C=C1)O)C=C2 (4-(2-[4-(2-benzothiazolyl)phenoxy]ethoxy)-2-hydroxybenzophenone). RXN SMILES: [OH:1][C:2]1[CH:7]=[CH:6][C:5]([C:8]2[S:9][C:10]3[CH:16]=[CH:15][CH:14]=[CH:13][C:11]=3[N:12]=2)=[CH:4][CH:3]=1.Br[CH2:18][CH2:19][O:20][C:21]1[CH:34]=[CH:33][C:24]([C:25]([C:27]2[CH:32]=[CH:31][CH:30]=[CH:29][CH:28]=2)=[O:26])=[C:23]([OH:35])[CH:22]=1>>[S:9]1[C:10]2[CH:16]=[CH:15][CH:14]=[CH:13][C:11]=2[N:12]=[C:8]1[C:5]1[CH:4]=[CH:3][C:2]([O:1][CH2:18][CH2:19][O:20][C:21]2[CH:34]=[CH:33][C:24]([C:25]([C:27]3[CH:32]=[CH:31][CH:30]=[CH:29][CH:28]=3)=[O:26])=[C:23]([OH:35])[CH:22]=2)=[CH:7][CH:6]=1. Procedure details: A hot solution of 16 g. of zinc, o-aminophenylmercaptide and 12.5 g. of p-hydroxybenzaldehyde in 1 l. of acetic acid was treated with hydrogen sulfide for two hours, filtered hot, diluted with an equal volume of water and cooled. 2-(p-Hydroxyphenyl)benzothiazole (47% yield, m.p. 227°-229° F.) was obtained. The 2-(p-hydroxyphenyl)benzothiazole was reacted with 4-(2-bromoethoxy)-2-hydroxybenzophenone as in Example 1 to produce 4-(2-[4-(2-benzothiazolyl)phenoxy]ethoxy)-2-hydroxybenzophenone.